This data is from the Open Reaction Database (ORD), a public repository of structured organic reaction records. The task is: describe an organic reaction: reactants, conditions, products, and yield Starting materials: CCCCOCCOc1ccc(-c2ccc3c(c2)C=C(C(=O)OC)CCN3Cc2ccccc2)cc1, C1CCOC1, CO, [Na+], [OH-]. Product: CCCCOCCOc1ccc(-c2ccc3c(c2)C=C(C(=O)O)CCN3Cc2ccccc2)cc1. Reaction SMILES: [CH2:1]([c:2]1[cH:3][cH:4][cH:5][cH:6][cH:7]1)[N:8]1[CH2:9][CH2:10][C:11]([C:33](=[O:34])[O:35][CH3:36])=[CH:12][c:13]2[c:14]1[cH:15][cH:16][c:17](-[c:19]1[cH:20][cH:21][c:22]([O:25][CH2:26][CH2:27][O:28][CH2:29][CH2:30][CH2:31][CH3:32])[cH:23][cH:24]1)[cH:18]2.[CH2:41]1[O:42][CH2:43][CH2:44][CH2:45]1.[CH3:39][OH:40].[Na+:38].[OH-:37]>>[CH2:1]([c:2]1[cH:3][cH:4][cH:5][cH:6][cH:7]1)[N:8]1[CH2:9][CH2:10][C:11]([C:33](=[O:34])[OH:35])=[CH:12][c:13]2[c:14]1[cH:15][cH:16][c:17](-[c:19]1[cH:20][cH:21][c:22]([O:25][CH2:26][CH2:27][O:28][CH2:29][CH2:30][CH2:31][CH3:32])[cH:23][cH:24]1)[cH:18]2. Reactants: CC(C)(C)OC(=O)N1CCC(C(=O)O)CC1, CC(C)[N-]C(C)C, Fc1ccccc1CBr, [Li+], C1CCOC1. The product is CC(C)(C)OC(=O)N1CCC(Cc2ccccc2F)(C(=O)O)CC1. As a reaction SMILES: [C:9]([CH3:10])([CH3:11])([CH3:12])[O:13][C:14](=[O:15])[N:16]1[CH2:17][CH2:18][CH:19]([C:22](=[O:23])[OH:24])[CH2:20][CH2:21]1.[CH:1]([N-:2][CH:3]([CH3:4])[CH3:5])([CH3:6])[CH3:7].[F:25][c:26]1[c:27]([CH2:28][Br:29])[cH:30][cH:31][cH:32][cH:33]1.[Li+:8].[O:34]1[CH2:35][CH2:36][CH2:37][CH2:38]1>>[C:9]([CH3:10])([CH3:11])([CH3:12])[O:13][C:14](=[O:15])[N:16]1[CH2:17][CH2:18][C:19]([C:22](=[O:23])[OH:24])([CH2:28][c:27]2[c:26]([F:25])[cH:33][cH:32][cH:31][cH:30]2)[CH2:20][CH2:21]1. Starting materials: C(C)C1=C(N)C(=CC=C1)C (2-Ethyl-6-methylaniline), ClCC1OCCO1 (2-chloromethyl-1,3-dioxolane), C([O-])([O-])=O.[K+].[K+] (potassium carbonate). Solvent: CN(C=O)C (dimethylformamide). The product is O1C(OCC1)CNC1=C(C=CC=C1C)CC (N-(1,3-dioxolan-2-ylmethyl)-2-ethyl-6-methylaniline). As a reaction SMILES: [CH2:1]([C:3]1[CH:9]=[CH:8][CH:7]=[C:6]([CH3:10])[C:4]=1[NH2:5])[CH3:2].Cl[CH2:12][CH:13]1[O:17][CH2:16][CH2:15][O:14]1.C(=O)([O-])[O-].[K+].[K+]>CN(C)C=O>[O:14]1[CH2:15][CH2:16][O:17][CH:13]1[CH2:12][NH:5][C:4]1[C:6]([CH3:10])=[CH:7][CH:8]=[CH:9][C:3]=1[CH2:1][CH3:2] |f:2.3.4|. Procedure details: 2-Ethyl-6-methylaniline (70 grams), 2-chloromethyl-1,3-dioxolane (30 grams), potassium carbonate (38 grams) and dimethylformamide (50 ml) were charged into a glass reaction vessel equipped with a mechanical stirrer, thermometer and reflux condenser. The reaction mixture was heated at reflux for a period of about 24 hours. After this time the mixture was filtered and distilled to yield the desired product N-(1,3-dioxolan-2-ylmethyl)-2-ethyl-6-methylaniline. The reactants are COC[C@@H](OC=1C=C(C=C(C1)OC=1C=NC(=CC1)S(=O)(=O)C)C1=CC=C(N1)C(=O)O)C (5-(3-[(1S)-2-Methoxy-1-methylethoxy]-5-{[6-(methylsulfonyl)pyridin-3-yl]oxy}phenyl)-1H-pyrrole-2-carboxylic acid), N[C@H]([C@@H](O)C)CO (D-threoninol), C=1C=CC2=C(C1)N=NN2O.O (HOBT•H2O), CN1CCOCC1 (N-methylmorpholine), CCN=C=NCCCN(C)C.Cl (WSCI•HCl). Solvent: CN(C=O)C (N,N-dimethylformamide), [Cl-].[Na+].O (brine). Conditions: time 20 hour. Product: O[C@H]([C@H](CO)NC(=O)C=1NC(=CC1)C1=CC(=CC(=C1)OC=1C=NC(=CC1)S(=O)(=O)C)O[C@H](COC)C)C (N-[(1S,2S)-2-Hydroxy-1-(hydroxymethyl)propyl]-5-(3-[(1S)-2-methoxy-1-methylethoxy]-5-{[6-(methylsulfonyl)pyridin-3-yl]oxy}phenyl)-1H-pyrrole-2-carboxamide). Isolated yield 86.4%. Reaction SMILES: [CH3:1][O:2][CH2:3][C@H:4]([CH3:31])[O:5][C:6]1[CH:7]=[C:8]([C:23]2[NH:27][C:26]([C:28]([OH:30])=O)=[CH:25][CH:24]=2)[CH:9]=[C:10]([O:12][C:13]2[CH:14]=[N:15][C:16]([S:19]([CH3:22])(=[O:21])=[O:20])=[CH:17][CH:18]=2)[CH:11]=1.[NH2:32][C@@H:33]([CH2:37][OH:38])[C@H:34]([CH3:36])[OH:35].C1C=CC2N(O)N=NC=2C=1.O.CN1CCOCC1.CCN=C=NCCCN(C)C.Cl>CN(C)C=O.[Cl-].[Na+].O>[OH:35][C@@H:34]([CH3:36])[C@@H:33]([NH:32][C:28]([C:26]1[NH:27][C:23]([C:8]2[CH:9]=[C:10]([O:12][C:13]3[CH:14]=[N:15][C:16]([S:19]([CH3:22])(=[O:20])=[O:21])=[CH:17][CH:18]=3)[CH:11]=[C:6]([O:5][C@@H:4]([CH3:31])[CH2:3][O:2][CH3:1])[CH:7]=2)=[CH:24][CH:25]=1)=[O:30])[CH2:37][OH:38] |f:2.3,5.6,8.9.10|. Reported procedure: 5-(3-[(1S)-2-Methoxy-1-methylethoxy]-5-{[6-(methylsulfonyl)pyridin-3-yl]oxy}phenyl)-1H-pyrrole-2-carboxylic acid (1.20 g, 2.69 mmol) synthesized in Example (78k), commercially available D-threoninol (0.34 g, 3.23 mmol), HOBT•H2O (0.40 g, 3.23 mmol) and N-methylmorpholine (0.59 mL, 5.38 mmol) were dissolved in N,N-dimethylformamide (20 mL), and WSCI•HCl (0.62 g, 3.23 mmol) was added at room temperature, followed by stirring for 20 hours under nitrogen atmosphere. To the reaction solution, saturat... Starting materials: CC(=O)C1=CC(=C(C=C1)F)OC (4-fluoro-3-methoxyacetophenone), Cl.N=1ON=C2C1C=CC(=C2)CON ((benzo[c][1,2,5]oxadiazol-5-yl)methoxyamine hydrochloride), N1=CC=CC=C1 (pyridine). Run in C(C)O (ethanol). The product is N=1ON=C2C1C=CC(=C2)CON=C(C)C2=CC(=C(C=C2)F)OC (4′-fluoro-3′-methoxyacetophenone-O-[(benzo[c][1,2,5]oxadiazol-5-yl)methyl]oxime). Isolated yield 74.5%. As a reaction SMILES: [CH3:1][C:2]([C:4]1[CH:9]=[CH:8][C:7]([F:10])=[C:6]([O:11][CH3:12])[CH:5]=1)=O.Cl.[N:14]1[O:15][N:16]=[C:17]2[CH:22]=[C:21]([CH2:23][O:24][NH2:25])[CH:20]=[CH:19][C:18]=12.N1C=CC=CC=1>C(O)C>[N:14]1[O:15][N:16]=[C:17]2[CH:22]=[C:21]([CH2:23][O:24][N:25]=[C:2]([C:4]3[CH:9]=[CH:8][C:7]([F:10])=[C:6]([O:11][CH3:12])[CH:5]=3)[CH3:1])[CH:20]=[CH:19][C:18]=12 |f:1.2|. Procedure: A solution of 4-fluoro-3-methoxyacetophenone (0.056 g, 0.332 mmol), (benzo[c][1,2,5]oxadiazol-5-yl)methoxyamine hydrochloride (0.072 g, 0.359 mmol) and pyridine (0.10 ml, 1.24 mmol) in ethanol (5 ml) was stirred at reflux under nitrogen for 4 h and cooled to room temperature. The solution was concentrated to a pale yellow oil which was diluted with dichloromethane/water. The resultant mixture was extracted with dichloromethane (×3). The combined organic phases were washed with water and brine, d... The reactants are CCOC(C)=O, C(=NC1CCCCC1)=NC1CCCCC1, ClCCl, O=C(O)CCCCCSC1=CC(OC2CCCCO2)CC1=O, Oc1ccccc1, c1ccncc1. The product is O=C(CCCCCSC1=CC(OC2CCCCO2)CC1=O)Oc1ccccc1. Reaction SMILES: [CH3:54][CH2:55][O:56][C:57](=[O:58])[CH3:59].[CH:36]1([N:37]=[C:38]=[N:39][CH:40]2[CH2:41][CH2:42][CH2:43][CH2:44][CH2:45]2)[CH2:46][CH2:47][CH2:48][CH2:49][CH2:50]1.[Cl:51][CH2:52][Cl:53].[O:1]1[CH:2]([O:7][CH:8]2[CH:9]=[C:10]([S:14][CH2:15][CH2:16][CH2:17][CH2:18][CH2:19][C:20](=[O:21])[OH:22])[C:11](=[O:13])[CH2:12]2)[CH2:3][CH2:4][CH2:5][CH2:6]1.[OH:23][c:24]1[cH:25][cH:26][cH:27][cH:28][cH:29]1.[cH:30]1[cH:31][cH:32][n:33][cH:34][cH:35]1>>[O:1]1[CH:2]([O:7][CH:8]2[CH:9]=[C:10]([S:14][CH2:15][CH2:16][CH2:17][CH2:18][CH2:19][C:20](=[O:21])[O:22][c:24]3[cH:25][cH:26][cH:27][cH:28][cH:29]3)[C:11](=[O:13])[CH2:12]2)[CH2:3][CH2:4][CH2:5][CH2:6]1. The reactants are ClC(=O)OC(C)Cl (1-chloroethyl chloroformate), C(C1=CC=CC=C1)C1C2(NC(C3=CC=CC=C13)=O)NCCCC2 (Benzylpiperidine-Spiroisoquinolone). The solvent is C(Cl)Cl (CH2Cl2), C(Cl)Cl (CH2Cl2). Run at time 2 hour. Yields the product C1(NC2(CC3=CC=CC=C13)NCCCC2)=O (Piperidine-Spiroisoquinolone), hydrochloride salt. Yield: 70.0%. RXN SMILES: C([CH:8]1[C:17]2[C:12](=[CH:13][CH:14]=[CH:15][CH:16]=2)[C:11](=[O:18])[NH:10][C:9]21[CH2:23][CH2:22][CH2:21][CH2:20][NH:19]2)C1C=CC=CC=1.ClC(OC(Cl)C)=O>C(Cl)Cl>[C:11]1(=[O:18])[C:12]2[C:17](=[CH:16][CH:15]=[CH:14][CH:13]=2)[CH2:8][C:9]2([CH2:23][CH2:22][CH2:21][CH2:20][NH:19]2)[NH:10]1. Reported procedure: A solution of intermediate compound IV (1.0 eq) and Protol Sponge (Aldrich, 1.0 eq) in CH2Cl2 under N2 was cooled to 10° C. A solution of 1-chloroethyl chloroformate (1.5 eq) in CH2Cl2 was added in a dropwise fashion over 30 min, and the reaction was stirred for 2 h while warming to room temperature. The reaction mixture was then subjected to chromatography by vacuum filtration (SiO2:CH2Cl2/Acetone). The resulting white solid was then suspended in MeOH and refluxed for 30 min. The solvent was th...